This data is from the Open Reaction Database (ORD), a public repository of structured organic reaction records. The task is: describe an organic reaction: reactants, conditions, products, and yield The reactants are CC1(CC(CC(C1)C)=O)C (3,3,5-trimethylcyclohexanone), [Cl-].[NH4+] (ammonium chloride), C(=C)Br (vinyl bromide), [Mg] (magnesium). The solvent is O1CCCC1 (tetrahydrofuran), O1CCCC1 (tetrahydrofuran). The product is C(=C)C1(CC(CC(C1)C)(C)C)O (1-vinyl-1-hydroxy-3,3,5-trimethyl-cyclohexane). The yield is 74.1%. As a reaction SMILES: [CH:1](Br)=[CH2:2].[Mg].[CH3:5][C:6]1([CH3:14])[CH2:11][CH:10]([CH3:12])[CH2:9][C:8](=[O:13])[CH2:7]1.[Cl-].[NH4+]>O1CCCC1>[CH:1]([C:8]1([OH:13])[CH2:9][CH:10]([CH3:12])[CH2:11][C:6]([CH3:14])([CH3:5])[CH2:7]1)=[CH2:2] |f:3.4|. Procedure details: A Grignard compound is prepared from 80 g of vinyl bromide and 20 g of magnesium in 1 litre of tetrahydrofuran. To this Grignard compound there are added dropwise at room temperature 100 g of 3,3,5-trimethylcyclohexanone (dihydroisophorone) in 100 ml of tetrahydrofuran. The mixture is held at reflux temperature for 12 hours. The mixture is then cooled, treated with saturated ammonium chloride solution and extracted with ether. The organic phase is washed neutral with saturated sodium chloride so... The reactants are ClC(Cl)(Cl)Cl, CCOC(=O)CC(=O)OCC, CCO, Cc1ccccc1, O=C(Cl)c1cc(F)c(Cl)nc1Cl, [H][H], [Mg], O, O=S(=O)(O)O. Product: CCOC(=O)C(C(=O)OCC)C(=O)c1cc(F)c(Cl)nc1Cl. Reaction SMILES: [C:43]([Cl:44])([Cl:45])([Cl:46])[Cl:47].[C:4]([CH2:5][C:6](=[O:7])[O:8][CH2:9][CH3:10])(=[O:11])[O:12][CH2:13][CH3:14].[CH3:32][CH2:33][OH:34].[CH3:35][c:36]1[cH:37][cH:38][cH:39][cH:40][cH:41]1.[Cl:15][c:16]1[n:17][c:18]([Cl:26])[c:19]([F:25])[cH:20][c:21]1[C:22](=[O:23])[Cl:24].[H:2][H:3].[Mg:1].[OH2:42].[S:27](=[O:28])(=[O:29])([OH:30])[OH:31]>>[C:4]([CH:5]([C:6](=[O:7])[O:8][CH2:9][CH3:10])[C:22]([c:21]1[c:16]([Cl:15])[n:17][c:18]([Cl:26])[c:19]([F:25])[cH:20]1)=[O:23])(=[O:11])[O:12][CH2:13][CH3:14]. Reactants: FC(C=1C=NC(=NC1)N1CCN(CC1)C(=O)[O-])(C1=CC=CC=C1)F (4-(5-(difluoro(phenyl)methyl)pyrimidin-2-yl)piperazine-1-carboxylate), I[Si](C)(C)C (iodotrimethylsilane). Run in C(Cl)(Cl)Cl (chloroform). Run at time 0.5 hour. The product is FC(C=1C=NC(=NC1)N1CCNCC1)(C1=CC=CC=C1)F (5-(difluoro(phenyl)methyl)-2-(piperazin-1-yl)pyrimidine). Yield: 72.2%. RXN SMILES: [F:1][C:2]([F:24])([C:18]1[CH:23]=[CH:22][CH:21]=[CH:20][CH:19]=1)[C:3]1[CH:4]=[N:5][C:6]([N:9]2[CH2:14][CH2:13][N:12](C([O-])=O)[CH2:11][CH2:10]2)=[N:7][CH:8]=1.I[Si](C)(C)C>C(Cl)(Cl)Cl>[F:24][C:2]([F:1])([C:18]1[CH:23]=[CH:22][CH:21]=[CH:20][CH:19]=1)[C:3]1[CH:4]=[N:5][C:6]([N:9]2[CH2:14][CH2:13][NH:12][CH2:11][CH2:10]2)=[N:7][CH:8]=1. Procedure: To a solution of 4-(5-(difluoro(phenyl)methyl)pyrimidin-2-yl)piperazine-1-carboxylate (180 mg, 0.42 mmol) in chloroform (5.0 mL) was added iodotrimethylsilane (0.8 mL) and the mixture was stirred at room temperature for 0.5 h. The reaction was quenched by methanol (1.0 mL), followed by the addition of 2 N HCl/dioxane (2.0 mL) and evaporated to dryness. The residue was dissolved in methanol (1.5 mL) and dropwise added into acetone (100 mL). The solid was collected by filtration and washed with ac...